From a dataset of the Open Reaction Database (ORD), a public repository of structured organic reaction records. describe an organic reaction: reactants, conditions, products, and yield Starting materials: ClCCCl, CNOC, CCN(C(C)C)C(C)C, ClC(Cl)Cl, ClCCl, Cl, Nc1ccc(F)cc1C(=O)O. Product: CON(C)C(=O)c1cc(F)ccc1N. As a reaction SMILES: [CH2:26]([Cl:27])[CH2:28][Cl:29].[CH3:11][O:12][NH:13][CH3:14].[CH:1]([N:2]([CH:3]([CH3:4])[CH3:5])[CH2:6][CH3:7])([CH3:8])[CH3:9].[Cl:30][CH:31]([Cl:32])[Cl:33].[Cl:34][CH2:35][Cl:36].[ClH:10].[NH2:15][c:16]1[c:17]([C:18](=[O:19])[OH:20])[cH:21][c:22]([F:25])[cH:23][cH:24]1>>[CH3:11][O:12][N:13]([CH3:14])[C:18]([c:17]1[c:16]([NH2:15])[cH:24][cH:23][c:22]([F:25])[cH:21]1)=[O:19].